Task: describe an organic reaction: reactants, conditions, products, and yield. Dataset: the Open Reaction Database (ORD), a public repository of structured organic reaction records The reactants are O=C1CCC(=O)N1Br, CC#N, N#Cc1cccc(F)c1O. The product is N#Cc1cc(Br)cc(F)c1O. As a reaction SMILES: [Br:11][N:12]1[C:13](=[O:14])[CH2:15][CH2:16][C:17]1=[O:18].[CH3:19][C:20]#[N:21].[F:1][c:2]1[c:3]([OH:10])[c:4]([C:5]#[N:6])[cH:7][cH:8][cH:9]1>>[F:1][c:2]1[c:3]([OH:10])[c:4]([C:5]#[N:6])[cH:7][c:8]([Br:11])[cH:9]1. Starting materials: C(C)(C)(C)OC(=O)N1[C@H](C[C@@H](C1)N=[N+]=[N-])COC(C1=CC=C(C=C1)OC)(C1=CC=C(C=C1)OC)C1=CC=CC=C1 ((2R,4S)-1-(tert-Butyloxycarbonyl)-2-(4,4'-Dimethoxytrityl) oxymethyl-4-azido-pyrrolidine). Reagents/catalysts: [Pd] (palladium on charcoal). The solvent is CO (methanol). Conditions: time 12 hour. Yields the product C(C)(C)(C)OC(=O)N1[C@H](C[C@@H](C1)N)CO ((2R,4S)-1-(tert-Butyloxycarbonyl)-2-hydroxymethy-4-amino-pyrrolidine). RXN SMILES: [C:1]([O:5][C:6]([N:8]1[CH2:12][C@@H:11]([N:13]=[N+]=[N-])[CH2:10][C@@H:9]1[CH2:16][O:17]C(C1C=CC=CC=1)(C1C=CC(OC)=CC=1)C1C=CC(OC)=CC=1)=[O:7])([CH3:4])([CH3:3])[CH3:2]>CO.[Pd]>[C:1]([O:5][C:6]([N:8]1[CH2:12][C@@H:11]([NH2:13])[CH2:10][C@@H:9]1[CH2:16][OH:17])=[O:7])([CH3:4])([CH3:3])[CH3:2]. Reported procedure: (2R,4S)-1-(tert-Butyloxycarbonyl)-2-(4,4'-Dimethoxytrityl)oxymethyl-4-azido-pyrrolidine 40 (2.72 g, 5 mmol) in methanol (75 ml) was hydrogenated in the presence of 10% palladium on charcoal (0.3 g) at room temperature and 5 atm pressure. After 12 h, the catalyst was filtered, washed with methanol (20 ml) and the solvent removed under vacuum. Yield 1.0 g (93%). 1HNMR (CDCl3): 1.45 (s, 9H, Boc), 1.90 (dd, 1H), 2.34 (m, 1H), 3.40-3.62 (m, 3H), 4.00 (m, 2H), 4.28 (bs, 1H) and 4.44 (m, 1H).